From a dataset of the Open Reaction Database (ORD), a public repository of structured organic reaction records. describe an organic reaction: reactants, conditions, products, and yield The reactants are CCOC(=O)C(C)(C)Oc1cccc(C(=O)NC)c1, Cc1nc(-c2ccc(C(F)(F)F)cc2)ccc1COS(C)(=O)=O, [H-], [Na+], CN(C)C=O. Product: CCOC(=O)C(C)(C)Oc1cccc(C(=O)N(C)Cc2ccc(-c3ccc(C(F)(F)F)cc3)nc2C)c1. As a reaction SMILES: [CH2:1]([CH3:2])[O:3][C:4]([C:5]([CH3:6])([O:7][c:8]1[cH:9][c:10]([C:14]([NH:15][CH3:16])=[O:17])[cH:11][cH:12][cH:13]1)[CH3:18])=[O:19].[CH3:20][c:21]1[n:22][c:23](-[c:33]2[cH:34][cH:35][c:36]([C:39]([F:40])([F:41])[F:42])[cH:37][cH:38]2)[cH:24][cH:25][c:26]1[CH2:27][O:28][S:29]([CH3:30])(=[O:31])=[O:32].[H-:43].[Na+:44].[O:45]=[CH:46][N:47]([CH3:48])[CH3:49]>>[CH2:1]([CH3:2])[O:3][C:4]([C:5]([CH3:6])([O:7][c:8]1[cH:9][c:10]([C:14]([N:15]([CH3:16])[CH2:27][c:26]2[c:21]([CH3:20])[n:22][c:23](-[c:33]3[cH:34][cH:35][c:36]([C:39]([F:40])([F:41])[F:42])[cH:37][cH:38]3)[cH:24][cH:25]2)=[O:17])[cH:11][cH:12][cH:13]1)[CH3:18])=[O:19]. Reactants: O([K])[Si](C)(C)C (KOSiMe3), C(C)OC(C1=CC=C(C=C1)I)=O (ethyl-4-iodobenzoate). Reagents/catalysts: C=1C=CC(=CC1)/C=C/C(=O)/C=C/C2=CC=CC=C2.C=1C=CC(=CC1)/C=C/C(=O)/C=C/C2=CC=CC=C2.[Pd] (Pd(dba)2). Conditions: time 15 minute. Yields the product C(C)OC(C1=CC=C(C=C1)\C=C/CCCCC)=O (Ethyl-(Z)-4-(1-heptenyl)benzoate). Reaction SMILES: O([Si](C)(C)C)[K].[CH2:7]([O:9][C:10](=[O:18])[C:11]1[CH:16]=[CH:15][C:14](I)=[CH:13][CH:12]=1)[CH3:8]>C1C=CC(/C=C/C(/C=C/C2C=CC=CC=2)=O)=CC=1.C1C=CC(/C=C/C(/C=C/C2C=CC=CC=2)=O)=CC=1.[Pd]>[CH2:7]([O:9][C:10](=[O:18])[C:11]1[CH:16]=[CH:15][C:14](/[CH:10]=[CH:11]\[CH2:12][CH2:13][CH2:14][CH2:15][CH3:16])=[CH:13][CH:12]=1)[CH3:8] |f:2.3.4|. Procedure: Following General Procedure II, a mixture of KOSiMe3 (570 mg, 4.0 mmol, 2.0 equiv), (Z)-21 (379 mg, 2.2 mmol, 1.1 equiv), ethyl-4-iodobenzoate (2.0 mmol) and Pd(dba)2 (58 mg, 0.1 mmol, 0.05 equiv) was stirred at room temperature for 15 min, and then was filtered through SiO2. Purification by column chromatography (RP C18, MeOH/H2O, 9/1) and Kugelrohr distillation afforded 411 mg (83%) of (Z)-154f as colorless oil.